From a dataset of the Open Reaction Database (ORD), a public repository of structured organic reaction records. describe an organic reaction: reactants, conditions, products, and yield The reactants are [Al+3], CCCCCCCCOc1ccc(C=O)cc1, [F-], [H-], [H-], [H-], [H-], [Li+], [Na+], C1CCOC1, O. The product is CCCCCCCCOc1ccc(CO)cc1. Reaction SMILES: [Al+3:2].[CH2:7]([CH2:8][CH2:9][CH2:10][CH2:11][CH2:12][CH2:13][CH3:14])[O:15][c:16]1[cH:17][cH:18][c:19]([CH:20]=[O:21])[cH:22][cH:23]1.[F-:24].[H-:1].[H-:4].[H-:5].[H-:6].[Li+:3].[Na+:25].[O:27]1[CH2:28][CH2:29][CH2:30][CH2:31]1.[OH2:26]>>[CH2:7]([CH2:8][CH2:9][CH2:10][CH2:11][CH2:12][CH2:13][CH3:14])[O:15][c:16]1[cH:17][cH:18][c:19]([CH2:20][OH:21])[cH:22][cH:23]1. RXN SMILES: [CH2:46]1[O:47][CH2:48][CH2:49][CH2:50]1.[CH3:32][N:33]1[CH2:34][CH2:35][N:36]([c:39]2[cH:40][cH:41][c:42]([NH2:45])[cH:43][cH:44]2)[CH2:37][CH2:38]1.[OH:1][CH:2]=[C:3]1[C:4](=[O:31])[NH:5][c:6]2[cH:7][c:8]([C:12](=[O:13])[c:14]3[cH:15][c:16]([NH:20][C:21](=[O:22])[c:23]4[s:24][c:25]([C:28]([CH3:29])=[O:30])[cH:26][cH:27]4)[cH:17][cH:18][cH:19]3)[cH:9][cH:10][c:11]21>>[CH:2](=[C:3]1[C:4](=[O:31])[NH:5][c:6]2[cH:7][c:8]([C:12](=[O:13])[c:14]3[cH:15][c:16]([NH:20][C:21](=[O:22])[c:23]4[s:24][c:25]([C:28]([CH3:29])=[O:30])[cH:26][cH:27]4)[cH:17][cH:18][cH:19]3)[cH:9][cH:10][c:11]21)[NH:45][c:42]1[cH:41][cH:40][c:39]([N:36]2[CH2:35][CH2:34][N:33]([CH3:32])[CH2:38][CH2:37]2)[cH:44][cH:43]1. The product is CC(=O)c1ccc(C(=O)Nc2cccc(C(=O)c3ccc4c(c3)NC(=O)C4=CNc3ccc(N4CCN(C)CC4)cc3)c2)s1. Starting materials: C1CCOC1, CN1CCN(c2ccc(N)cc2)CC1, CC(=O)c1ccc(C(=O)Nc2cccc(C(=O)c3ccc4c(c3)NC(=O)C4=CO)c2)s1.